From a dataset of the Open Reaction Database (ORD), a public repository of structured organic reaction records. describe an organic reaction: reactants, conditions, products, and yield The reactants are BrC1=CC=C(C=C1)N1C=CC2=CC(=CC=C12)O (1-(4-Bromo-phenyl)-1H-indol-5-ol), BrCCCCBr (1,4-dibrombutane). Yields the product BrCCCCOC=1C=C2C=CN(C2=CC1)C1=CC=C(C=C1)Br (5-(4-Bromo-butoxy)-1-(4-bromo-phenyl)-1H-indole). RXN SMILES: [Br:1][C:2]1[CH:7]=[CH:6][C:5]([N:8]2[C:16]3[C:11](=[CH:12][C:13]([OH:17])=[CH:14][CH:15]=3)[CH:10]=[CH:9]2)=[CH:4][CH:3]=1.[Br:18][CH2:19][CH2:20][CH2:21][CH2:22]Br>>[Br:18][CH2:19][CH2:20][CH2:21][CH2:22][O:17][C:13]1[CH:12]=[C:11]2[C:16](=[CH:15][CH:14]=1)[N:8]([C:5]1[CH:6]=[CH:7][C:2]([Br:1])=[CH:3][CH:4]=1)[CH:9]=[CH:10]2. Procedure details: In analogy to example 3.1, 1-(4-Bromo-phenyl)-1H-indol-5-ol and 1,4-dibrombutane were converted to yield 5-(4-Bromo-butoxy)-1-(4-bromo-phenyl)-1H-indole as light yellow solid, mp 80-81° C., MS: 421 (M, 2Br). Starting materials: CO (methanol), [Si](C)(C)(C(C)(C)C)OC[C@@H]1[C@H]([C@@H]([C@H]([C@](O1)(OC)C1=CC(=C(C=C1)Cl)CC1=CC=C(C=C1)OCC(F)(F)F)O)O)O ((2S,3R,4S,5S,6R)-6-[(tert-butyl(dimethyl)silyl)oxy-methyl]-2-[4-chloro-3-[[4-(2,2,2-trifluoroethoxy)phenyl]methyl]phenyl]-2-methoxy-tetrahydropyran-3,4,5-triol), C(C1=CC=CC=C1)Br (benzyl bromide), [H-].[Na+] (NaH). Solvent: O (water), CN(C)C=O (DMF). Conditions: temperature 0 celsius, time 3 hour. The product is C(C1=CC=CC=C1)O[C@@H]1[C@H](O[C@@]([C@@H]([C@H]1OCC1=CC=CC=C1)OCC1=CC=CC=C1)(OC)C1=CC(=C(C=C1)Cl)CC1=CC=C(C=C1)OCC(F)(F)F)CO[Si](C)(C)C(C)(C)C ([[(2R,3R,4S,5R,6S)-3,4,5-tribenzyloxy-6-[4-chloro-3-[[4-(2,2,2-trifluoroethoxy)phen yl]methyl]phenyl]-6-methoxy-tetrahydropyran-2-yl]methoxy]tert-butyl-dimethyl-silane). RXN SMILES: [Si:1]([O:8][CH2:9][C@H:10]1[O:15][C@:14]([C:18]2[CH:23]=[CH:22][C:21]([Cl:24])=[C:20]([CH2:25][C:26]3[CH:31]=[CH:30][C:29]([O:32][CH2:33][C:34]([F:37])([F:36])[F:35])=[CH:28][CH:27]=3)[CH:19]=2)([O:16][CH3:17])[C@H:13]([OH:38])[C@@H:12]([OH:39])[C@@H:11]1O)([C:4]([CH3:7])([CH3:6])[CH3:5])([CH3:3])[CH3:2].[H-].[Na+].[CH2:43](Br)[C:44]1[CH:49]=[CH:48][CH:47]=[CH:46][CH:45]=1.[CH3:51][OH:52]>CN(C=O)C.O>[CH2:51]([O:52][C@H:11]1[C@H:12]([O:39][CH2:43][C:44]2[CH:49]=[CH:48][CH:47]=[CH:46][CH:45]=2)[C@@H:13]([O:38][CH2:14][C:18]2[CH:23]=[CH:22][CH:21]=[CH:20][CH:19]=2)[C@@:14]([C:18]2[CH:23]=[CH:22][C:21]([Cl:24])=[C:20]([CH2:25][C:26]3[CH:27]=[CH:28][C:29]([O:32][CH2:33][C:34]([F:35])([F:36])[F:37])=[CH:30][CH:31]=3)[CH:19]=2)([O:16][CH3:17])[O:15][C@@H:10]1[CH2:9][O:8][Si:1]([C:4]([CH3:5])([CH3:6])[CH3:7])([CH3:2])[CH3:3])[C:29]1[CH:28]=[CH:27][CH:26]=[CH:31][CH:30]=1 |f:1.2|. Reported procedure: (2S,3R,4S,5S,6R)-6-[(tert-butyl(dimethyl)silyl)oxymethyl]-2-[4-chloro-3-[[4-(2,2,2-trifluoroethoxy)phenyl]methyl]phenyl]-2-methoxy-tetrahydropyran-3,4,5-triol 7f (2.90 g, 4.78 mmol) was dissolved in 70 mL DMF and cooled to 0° C., followed by addition of 60% NaH (955 mg, 23.9 mmol). The reaction mixture was warmed and stirred for 1 hour at room temperature before benzyl bromide (3.0 mL, 23.9 mmol) was added. After stirring for 3 hours, 5 mL methanol and 10 mL water were added. The reaction mixtur... The reactants are C1(CCCCC1)C=1C=CC=2N(C1)C(=C(N2)C)C=2SC(=C(N2)C2=CC=CC=C2)C(=O)N (2-(6-cyclohexyl-2-methylimidazo[1,2-a]pyridin-3-yl)-4-phenyl-1,3-thiazole-5-carboxamide), O.NN (hydrazine monohydrate), COC(N(C)C)OC (N,N-dimethylformamide dimethylacetal). Reaction conditions: temperature 100 celsius, time 12 hour. The product is C1(CCCCC1)C=1C=CC=2N(C1)C(=C(N2)C)C=2SC(=C(N2)C2=CC=CC=C2)C2=NNC=N2 (6-cyclohexyl-2-methyl-3-[4-phenyl-5-(1H-1,2,4-triazol-3-yl)-1,3-thiazol-2-yl]imidazo[1,2-a]pyridine). Reaction SMILES: [CH:1]1([C:7]2[CH:8]=[CH:9][C:10]3[N:11]([C:13]([C:17]4[S:18][C:19]([C:28]([NH2:30])=O)=[C:20]([C:22]5[CH:27]=[CH:26][CH:25]=[CH:24][CH:23]=5)[N:21]=4)=[C:14]([CH3:16])[N:15]=3)[CH:12]=2)[CH2:6][CH2:5][CH2:4][CH2:3][CH2:2]1.O.[NH2:32]N.COC(OC)[N:37]([CH3:39])C>>[CH:1]1([C:7]2[CH:8]=[CH:9][C:10]3[N:11]([C:13]([C:17]4[S:18][C:19]([C:28]5[N:30]=[CH:39][NH:37][N:32]=5)=[C:20]([C:22]5[CH:27]=[CH:26][CH:25]=[CH:24][CH:23]=5)[N:21]=4)=[C:14]([CH3:16])[N:15]=3)[CH:12]=2)[CH2:6][CH2:5][CH2:4][CH2:3][CH2:2]1 |f:1.2|. Procedure details: A suspension of 2-(6-cyclohexyl-2-methylimidazo[1,2-a]pyridin-3-yl)-4-phenyl-1,3-thiazole-5-carboxamide (104 mg, 0.25 mmol) obtained above in N,N-dimethylformamide dimethylacetal (20 mL) was stirred at 100° C. for 12 h. The reaction mixture was allowed to cool to rt and then concentrated under reduced pressure. The residue was suspended in AcOH (5 mL), and then was added hydrazine monohydrate (70 μL, 1.4 mmol) at 0° C., and the mixture was stirred at 90° C. for 1 h, allowed to cool to rt, and th... Starting materials: C(C)OC(COC1=CC=CC=C1)OCC (2-phenoxyacetaldehyde diethyl acetal), C(C)(=O)O (acetic acid), Cl (hydrochloric acid). The solvent is C(C)O (ethanol). Yields the product O(C1=CC=CC=C1)CC=O (2-phenoxyacetaldehyde). RXN SMILES: C([O:3][CH:4](OCC)[CH2:5][O:6][C:7]1[CH:12]=[CH:11][CH:10]=[CH:9][CH:8]=1)C.C(O)(=O)C.Cl>C(O)C>[O:6]([CH2:5][CH:4]=[O:3])[C:7]1[CH:12]=[CH:11][CH:10]=[CH:9][CH:8]=1. Reported procedure: 0.84 g (4 mmol) of 69A, 5 mL of acetic acid, 2.5 mL of 1N aqueous hydrochloric acid and 20 mL of ethanol were mixed and heated under reflux under an argon atmosphere for 3 hours. Ethanol was evaporated. Then the resulting residue was dispersed in dichloromethane and extracted with saturated sodium bicarbonate solution. The organic phase was dried with sodium sulfate and the solvent evaporated in vacuum. The crude product was obtained in almost quantitative yield. Starting materials: O (water), C(C)OCC (diethyl ether), O(C1=CC=CC=C1)C=1C=C(C(=O)O)C=CC1 (m-phenoxybenzoic acid). The solvent is O1CCCC1 (tetrahydrofuran). Conditions: time 0.5 hour. Yields the product O(C1=CC=CC=C1)C=1C=C(CO)C=CC1 (m-phenoxybenzyl alcohol). The yield is 83.2%. Reaction SMILES: [O:1]([C:8]1[CH:9]=[C:10]([CH:14]=[CH:15][CH:16]=1)[C:11](O)=[O:12])[C:2]1[CH:7]=[CH:6][CH:5]=[CH:4][CH:3]=1.O.C(OCC)C>O1CCCC1>[O:1]([C:8]1[CH:9]=[C:10]([CH:14]=[CH:15][CH:16]=1)[CH2:11][OH:12])[C:2]1[CH:3]=[CH:4][CH:5]=[CH:6][CH:7]=1. Reported procedure: After stirring the reaction mixture for an additional 0.5 hour at 0°-5°C, a solution of 3860 grams (18 moles) of m-phenoxybenzoic acid in tetrahydrofuran was added dropwise over a 4 hour period while maintaining a reaction temperature of 0°-10°C. When the addition was complete, the reaction mixture was stirred for 12 hours at 20°C followed by 2 hours at 40°C. The reaction mixture was then transferred to a 10 gallon bottle containing 6 liters of water and 8 liters of diethyl ether. After mixing t... The reactants are O1CCNCC2=C1C(=CS2)C2(CCC2)O (1-(2,3,4,5-tetrahydrothieno[2,3-f][1,4]oxazepin-8-yl)cyclobutanol), C(C)[SiH](CC)CC (triethylsilane), FC(C(=O)O)(F)F (trifluoroacetic acid). Reaction conditions: temperature 70 celsius, time 1 hour. Product: C1(CCC1)C1=CSC=2CNCCOC21 (8-cyclobutyl-2,3,4,5-tetrahydrothieno[2,3-f][1,4]oxazepine). Reaction SMILES: [O:1]1[C:7]2[C:8]([C:11]3(O)[CH2:14][CH2:13][CH2:12]3)=[CH:9][S:10][C:6]=2[CH2:5][NH:4][CH2:3][CH2:2]1.C([SiH](CC)CC)C.FC(F)(F)C(O)=O>>[CH:11]1([C:8]2[C:7]3[O:1][CH2:2][CH2:3][NH:4][CH2:5][C:6]=3[S:10][CH:9]=2)[CH2:12][CH2:13][CH2:14]1. Procedure details: To 1-(2,3,4,5-tetrahydrothieno[2,3-f][1,4]oxazepin-8-yl)cyclobutanol (1.00 g) were added triethylsilane (4.90 ml) and trifluoroacetic acid (4.73 ml) in this order under ice-cooling, and the mixture was stirred at 70° C. for 1 hr. The solvent was evaporated under reduced pressure, ice water (10 ml) and 8N aqueous sodium hydroxide solution (10 mL) were added to the residue, and the mixture was extracted with ethyl acetate. The extract was dried over anhydrous magnesium sulfate, the solvent was eva... Procedure: A 500 ml RB flask containing a solution of lauroyl chloride (19.03 g., 87 mM) in dry chloroform (200 ml) was cooled to 0° C. on an ice bath. A solution of N, N-diethly-1,3-propanediamine (15.00 g., 115 mM) in dry chloroform (25 ml) was added dropwise to the cold solution then allowed to warm to room temperature and stirred for 2 hours. The chloroform was removed under reduced pressure and the residue redissolved in an ethanol/water mixture (1:1) and neutralized with sodium bicarbonate, followed ... Run in C(Cl)(Cl)Cl (chloroform), C(Cl)(Cl)Cl (chloroform). Run at temperature 0 celsius, time 2 hour. Reactants: C(C)N(CCCN)CC (N, N-diethly-1,3-propanediamine), C(CCCCCCCCCCC)(=O)Cl (lauroyl chloride), subject compound. Product: C(C)N(CCCNC(CCCCCCCCCCC)=O)CC (N,N-Diethly-N'-Dodecanoyl-1,3-Propylenediamine). As a reaction SMILES: [C:1](Cl)(=[O:13])[CH2:2][CH2:3][CH2:4][CH2:5][CH2:6][CH2:7][CH2:8][CH2:9][CH2:10][CH2:11][CH3:12].[CH2:15]([N:17]([CH2:22][CH3:23])[CH2:18][CH2:19][CH2:20][NH2:21])[CH3:16]>C(Cl)(Cl)Cl>[CH2:15]([N:17]([CH2:22][CH3:23])[CH2:18][CH2:19][CH2:20][NH:21][C:1](=[O:13])[CH2:2][CH2:3][CH2:4][CH2:5][CH2:6][CH2:7][CH2:8][CH2:9][CH2:10][CH2:11][CH3:12])[CH3:16]. The reactants are O=C1CCN(Cc2ccccc2)CC1, C[Si](C)(C)C#N, CC(=O)O, Nc1cccc(F)c1, [NH4+], [OH-]. The product is N#CC1(Nc2cccc(F)c2)CCN(Cc2ccccc2)CC1. As a reaction SMILES: [CH2:1]([c:2]1[cH:3][cH:4][cH:5][cH:6][cH:7]1)[N:8]1[CH2:9][CH2:10][C:11](=[O:14])[CH2:12][CH2:13]1.[CH3:23][Si:24]([CH3:25])([CH3:26])[C:27]#[N:28].[CH3:31][C:32](=[O:33])[OH:34].[NH2:15][c:16]1[cH:17][cH:18][cH:19][c:20]([F:21])[cH:22]1.[NH4+:29].[OH-:30]>>[CH2:1]([c:2]1[cH:3][cH:4][cH:5][cH:6][cH:7]1)[N:8]1[CH2:9][CH2:10][C:11]([NH:15][c:16]2[cH:17][cH:18][cH:19][c:20]([F:21])[cH:22]2)([C:27]#[N:28])[CH2:12][CH2:13]1. Reactants: CCOC(=O)c1[nH]cnc1C, OCCC1CSC(c2cc3cc(Cl)cc(NC4CCCC4)c3[nH]2)=N1. Yields the product CCOC(=O)c1c(C)ncn1CCC1CSC(c2cc3cc(Cl)cc(NC4CCCC4)c3[nH]2)=N1. RXN SMILES: [CH2:25]([CH3:26])[O:27][C:28](=[O:29])[c:30]1[nH:31][cH:32][n:33][c:34]1[CH3:35].[Cl:1][c:2]1[cH:3][c:4]2[cH:5][c:6]([C:17]3=[N:21][CH:20]([CH2:22][CH2:23][OH:24])[CH2:19][S:18]3)[nH:7][c:8]2[c:9]([NH:11][CH:12]2[CH2:13][CH2:14][CH2:15][CH2:16]2)[cH:10]1>>[Cl:1][c:2]1[cH:3][c:4]2[cH:5][c:6]([C:17]3=[N:21][CH:20]([CH2:22][CH2:23][n:31]4[c:30]([C:28]([O:27][CH2:25][CH3:26])=[O:29])[c:34]([CH3:35])[n:33][cH:32]4)[CH2:19][S:18]3)[nH:7][c:8]2[c:9]([NH:11][CH:12]2[CH2:13][CH2:14][CH2:15][CH2:16]2)[cH:10]1. The reactants are O=C=NCCBr, C1COCCN1, CCO, Nc1ncnc2c1c(-c1cccc(OCc3ccccc3)c1)cn2C1CC(CNC(=O)NCCBr)C1. The product is Nc1ncnc2c1c(-c1cccc(OCc3ccccc3)c1)cn2C1CC(CNC(=O)NCCN2CCOCC2)C1. Reaction SMILES: [Br:37][CH2:38][CH2:39][N:40]=[C:41]=[O:42].[CH2:43]1[CH2:44][O:45][CH2:46][CH2:47][NH:48]1.[CH3:49][CH2:50][OH:51].[NH2:1][c:2]1[c:3]2[c:4]([n:5][cH:6][n:7]1)[n:8]([CH:25]1[CH2:26][CH:27]([CH2:29][NH:30][C:31](=[O:32])[NH:33][CH2:34][CH2:35][Br:36])[CH2:28]1)[cH:9][c:10]2-[c:11]1[cH:12][c:13]([O:17][CH2:18][c:19]2[cH:20][cH:21][cH:22][cH:23][cH:24]2)[cH:14][cH:15][cH:16]1>>[NH2:1][c:2]1[c:3]2[c:4]([n:5][cH:6][n:7]1)[n:8]([CH:25]1[CH2:26][CH:27]([CH2:29][NH:30][C:31](=[O:32])[NH:33][CH2:34][CH2:35][N:48]3[CH2:43][CH2:44][O:45][CH2:46][CH2:47]3)[CH2:28]1)[cH:9][c:10]2-[c:11]1[cH:12][c:13]([O:17][CH2:18][c:19]2[cH:20][cH:21][cH:22][cH:23][cH:24]2)[cH:14][cH:15][cH:16]1.